This data is from the Open Reaction Database (ORD), a public repository of structured organic reaction records. The task is: describe an organic reaction: reactants, conditions, products, and yield The reactants are C(C1=CC=CC=C1)O[C@H]1C(=O)O[C@@H]([C@H]([C@@H]1OCC1=CC=CC=C1)OCC1=CC=CC=C1)COCC1=CC=CC=C1 (2,3,4,6-tetra-O-benzyl-D-glucono-1,5-lactone), C(CCC)[Li] (n-butyllithium), CP(OC)(OC)=O (dimethyl methylphosphonate). Solvent: O1CCCC1 (tetrahydrofuran), CCCCCC (n-hexane), O1CCCC1 (tetrahydrofuran). Run at temperature 0 celsius, time 30 minute. The product is C(C1=CC=CC=C1)O[C@H]1C(CP(=O)(OC)OC)(O)O[C@@H]([C@H]([C@@H]1OCC1=CC=CC=C1)OCC1=CC=CC=C1)COCC1=CC=CC=C1 (3,4,5,7-tetra-O-benzyl-1-deoxy-1-(dimethoxyphosphoryl)-D-gluco-2-heptulopyranose). Isolated yield 90.9%. As a reaction SMILES: C([Li])CCC.[CH3:6][P:7](=[O:12])([O:10][CH3:11])[O:8][CH3:9].[CH2:13]([O:20][C@@H:21]1[C@@H:27]([O:28][CH2:29][C:30]2[CH:35]=[CH:34][CH:33]=[CH:32][CH:31]=2)[C@H:26]([O:36][CH2:37][C:38]2[CH:43]=[CH:42][CH:41]=[CH:40][CH:39]=2)[C@@H:25]([CH2:44][O:45][CH2:46][C:47]2[CH:52]=[CH:51][CH:50]=[CH:49][CH:48]=2)[O:24][C:22]1=[O:23])[C:14]1[CH:19]=[CH:18][CH:17]=[CH:16][CH:15]=1>CCCCCC.O1CCCC1>[CH2:13]([O:20][C@@H:21]1[C@@H:27]([O:28][CH2:29][C:30]2[CH:35]=[CH:34][CH:33]=[CH:32][CH:31]=2)[C@H:26]([O:36][CH2:37][C:38]2[CH:39]=[CH:40][CH:41]=[CH:42][CH:43]=2)[C@@H:25]([CH2:44][O:45][CH2:46][C:47]2[CH:48]=[CH:49][CH:50]=[CH:51][CH:52]=2)[O:24][C:22]1([OH:23])[CH2:6][P:7]([O:10][CH3:11])([O:8][CH3:9])=[O:12])[C:14]1[CH:15]=[CH:16][CH:17]=[CH:18][CH:19]=1. Reported procedure: A solution of n-butyllithium in n-hexane (1.6M solution, 68.8 ml) was added to a solution of dimethyl methylphosphonate (13.65 g) in tetrahydrofuran (200 ml) in a stream of argon at -70° to -78° C., and then stirred for 30 min. To the solution was added a solution of 2,3,4,6-tetra-O-benzyl-D-glucono-1,5-lactone (29.6 g) in tetrahydrofuran (150 ml) at -70° to -78° C. The mixture was stirred for 1 hour at the same temperature. The cooling bath was removed and the mixture was allowed to warm to 0° ... Reactants: CS(=O)(=O)Cl (Methanesulfonyl chloride), NC1=CC(=C(C=C1)C(C(C(F)(F)F)(O)C1=CC(=NC=C1)Cl)C)Cl (3-(4-amino-2-chloro-phenyl)-2-(2-chloro-pyridin-4-yl)-1,1,1-trifluoro-butan-2-ol). Run in N1=CC=CC=C1 (pyridine). Reaction conditions: time 30 minute. The product is ClC=1C=C(C=CC1C(C(C(F)(F)F)(O)C1=CC(=NC=C1)Cl)C)NS(=O)(=O)C (N-{3-Chloro-4-[2-(2-chloro-pyridin-4-yl)-3,3,3-trifluoro-2-hydroxy-1-methyl-propyl]-phenyl}-methanesulfonamide). Isolated yield 88.9%. As a reaction SMILES: [CH3:1][S:2](Cl)(=[O:4])=[O:3].[NH2:6][C:7]1[CH:12]=[CH:11][C:10]([CH:13]([CH3:27])[C:14]([C:20]2[CH:25]=[CH:24][N:23]=[C:22]([Cl:26])[CH:21]=2)([OH:19])[C:15]([F:18])([F:17])[F:16])=[C:9]([Cl:28])[CH:8]=1>N1C=CC=CC=1>[Cl:28][C:9]1[CH:8]=[C:7]([NH:6][S:2]([CH3:1])(=[O:4])=[O:3])[CH:12]=[CH:11][C:10]=1[CH:13]([CH3:27])[C:14]([C:20]1[CH:25]=[CH:24][N:23]=[C:22]([Cl:26])[CH:21]=1)([OH:19])[C:15]([F:18])([F:17])[F:16]. Reported procedure: Methanesulfonyl chloride (60 mg) was added to a solution of 3-(4-amino-2-chloro-phenyl)-2-(2-chloro-pyridin-4-yl)-1,1,1-trifluoro-butan-2-ol (38 mg) in pyridine (1 ml). The mixture was stirred for 30 min at room temperature. Purification by preparative HPLC (Phenomenex Gemini Axia-C18 column, solvent gradient 20-95% CH3CN in 0.1% HCOOH[aq]) gave the title compound (41 mg) as a white foam. MS (m/e)=443.1 [M+H+]. The reactants are C1(=CC=CC=C1)SCC(=O)NNC(=O)N1C2=C(OC3=C(C1)C=CC=C3)C=CC(=C2)Cl (8-chlorodibenz[b,f][1,4]oxazepine-10(11H)-carboxylic acid, 2-[(phenylthio)acetyl]hydrazide), ClC=1C=C(C(=O)OO)C=CC1 (m-chloroperoxybenzoic acid), S(=S)(=O)([O-])[O-].[Na+].[Na+] (sodium thiosulfate). Run in ClCCl (dichloromethane). The product is C1(=CC=CC=C1)S(=O)CC(=O)NNC(=O)N1C2=C(OC3=C(C1)C=CC=C3)C=CC(=C2)Cl (8-chlorodibenz[b,f][1,4]oxazepine-10(11H)-carboxylic acid, 2-[(phenylsulfinyl)acetyl]hydrazide). As a reaction SMILES: [C:1]1([S:7][CH2:8][C:9]([NH:11][NH:12][C:13]([N:15]2[CH2:21][C:20]3[CH:22]=[CH:23][CH:24]=[CH:25][C:19]=3[O:18][C:17]3[CH:26]=[CH:27][C:28]([Cl:30])=[CH:29][C:16]2=3)=[O:14])=[O:10])[CH:6]=[CH:5][CH:4]=[CH:3][CH:2]=1.ClC1C=C(C=CC=1)C(OO)=[O:36].S([O-])([O-])(=O)=S.[Na+].[Na+]>ClCCl>[C:1]1([S:7]([CH2:8][C:9]([NH:11][NH:12][C:13]([N:15]2[CH2:21][C:20]3[CH:22]=[CH:23][CH:24]=[CH:25][C:19]=3[O:18][C:17]3[CH:26]=[CH:27][C:28]([Cl:30])=[CH:29][C:16]2=3)=[O:14])=[O:10])=[O:36])[CH:6]=[CH:5][CH:4]=[CH:3][CH:2]=1 |f:2.3.4|. Reported procedure: To a stirred solution of 1.0 g (2.19 mmole) of the title product of Example 2 in 30 ml of cold (ca.0° ) dichloromethane was added 0.463 g (2.19 mmole) of 81% m-chloroperoxybenzoic acid. After about ninety minutes, 5 ml of saturated aqueous sodium thiosulfate was added. The mixture was washed sequentially with three portions of saturated aqueous sodium bicarbonate and three portions of water. The organic phase was dried over sodium sulfate, filtered, and concentrated in vacuo to give tht title co... Reactants: C(C)OC([C@H]1N(C[C@H](C1)O)C(=O)OCC1=CC=CC=C1)=O (N-CBZ-cis-4-hydroxy-L-proline ethyl ester), C1(=CC=C(C=C1)S(=O)(=O)Cl)C (p-toluenesulfonyl chloride). Run in C(Cl)(Cl)Cl (CHCl3), N1=CC=CC=C1 (pyridine), C(Cl)Cl (CH2Cl2), N1=CC=CC=C1 (pyridine). Reaction conditions: time 7 day. Yields the product C(C)OC([C@H]1N(C[C@H](C1)OS(=O)(=O)C1=CC=C(C)C=C1)C(=O)OCC1=CC=CC=C1)=O (N-(Benzyloxycarbonyl)-cis-4-tosyloxy-L-proline ethyl ester). Isolated yield 79.2%. As a reaction SMILES: [CH2:1]([O:3][C:4](=[O:21])[C@@H:5]1[CH2:9][C@H:8]([OH:10])[CH2:7][N:6]1[C:11]([O:13][CH2:14][C:15]1[CH:20]=[CH:19][CH:18]=[CH:17][CH:16]=1)=[O:12])[CH3:2].[C:22]1([CH3:32])[CH:27]=[CH:26][C:25]([S:28](Cl)(=[O:30])=[O:29])=[CH:24][CH:23]=1>C(Cl)(Cl)Cl.C(Cl)Cl.N1C=CC=CC=1>[CH2:1]([O:3][C:4](=[O:21])[C@@H:5]1[CH2:9][C@H:8]([O:10][S:28]([C:25]2[CH:26]=[CH:27][C:22]([CH3:32])=[CH:23][CH:24]=2)(=[O:30])=[O:29])[CH2:7][N:6]1[C:11]([O:13][CH2:14][C:15]1[CH:16]=[CH:17][CH:18]=[CH:19][CH:20]=1)=[O:12])[CH3:2]. Reported procedure: To a solution of N-CBZ-cis-4-hydroxy-L-proline ethyl ester (6.4 g, 22 mmol) and anhydrous pyridine (5.3 mL, 5.2 g, 65 mmol) in CHCl3 (35 mL) was added p-toluenesulfonyl chloride (8.3 g, 44 mmol) in one portion. After stirring at room temperature for 7 days, the reaction was diluted with CH2Cl2 (100 mL) and pyridine removed by extraction with 10% HCl (4×13 mL). The organic layer was dried (MgSO4) and concentrated to a yellow oil which was purified by flash chromatography (silica gel, using 5:4 pe... Starting materials: N(C1=CC=CC=C1)C(C(C(=O)NC1=CC=CC=C1)C1=CC=C(C(=O)O)C=C1)=O (4-[2-anilino-1-(anilinocarbonyl)-2-oxoethyl]benzoic acid), N (ammonia). The product is NC(C(C(=O)NC1=CC=CC=C1)C1=CC=C(C(=O)O)C=C1)=O (4-[2-amino-1-(anilinocarbonyl)-2-oxoethyl]benzoic acid). RXN SMILES: [NH:1]([C:8](=[O:28])[CH:9]([C:19]1[CH:27]=[CH:26][C:22]([C:23]([OH:25])=[O:24])=[CH:21][CH:20]=1)[C:10]([NH:12]C1C=CC=CC=1)=[O:11])[C:2]1[CH:7]=[CH:6][CH:5]=[CH:4][CH:3]=1.N>>[NH2:12][C:10](=[O:11])[CH:9]([C:19]1[CH:20]=[CH:21][C:22]([C:23]([OH:25])=[O:24])=[CH:26][CH:27]=1)[C:8]([NH:1][C:2]1[CH:3]=[CH:4][CH:5]=[CH:6][CH:7]=1)=[O:28]. Procedure: A solution of 4-[2-anilino-1-(anilinocarbonyl)-2-oxoethyl]benzoic acid (0.25 g, 0.67 mmol) in 7.0 N methanolic ammonia (1.9 mL, 13.4 mmol) in a sealed tube was heated to 160° C. for 1 hour in the microwave. The reaction was concentrated in vacuo and purified by reverse phase HPLC (15-75% MeCN/H2O with 0.05% TFA) to give the title compound as a white solid. 1H NMR (600 MHz, DMSO-d6) δ 12.90 (bs, 1H), 10.28 (s, 1H), 7.89 (d, J=8.5 Hz, 2H), 7.55 (m, 3H), 7.52 (d, J=8.5 Hz, 2H), 7.35 (bs, 1H), 7.27 ... Reaction SMILES: [Br:20][CH2:21][C:22](=[O:23])[O:24][CH2:25][CH3:26].[c:1]1([P:7]([c:8]2[cH:9][cH:10][cH:11][cH:12][cH:13]2)[c:14]2[cH:15][cH:16][cH:17][cH:18][cH:19]2)[cH:2][cH:3][cH:4][cH:5][cH:6]1.[cH:27]1[cH:28][cH:29][cH:30][cH:31][cH:32]1>>[Br-:20].[CH3:21][C:22](=[O:23])[O:24][CH2:25][CH3:26].[c:1]1([PH+:7]([c:8]2[cH:9][cH:10][cH:11][cH:12][cH:13]2)[c:14]2[cH:15][cH:16][cH:17][cH:18][cH:19]2)[cH:2][cH:3][cH:4][cH:5][cH:6]1. Reactants: CCOC(=O)CBr, c1ccc(P(c2ccccc2)c2ccccc2)cc1, c1ccccc1. The product is [Br-], CCOC(C)=O, c1ccc([PH+](c2ccccc2)c2ccccc2)cc1. Isolated yield 52.7%. Starting materials: C(C)OC(=O)[C@H](CCC1=CC=CC=C1)N[C@@H](C)C(=O)N1[C@H](SC(=N1)C1=CC=CC=C1)C(=O)OCC1=CC=CC=C1 (Benzyl 3-[N-(1-(S)-ethoxycarbonyl-3phenylpropyl)-L-alanyl]-2,3-dihydro-5-phenyl-1,3,4-thiadiazole-2-(R)-carboxylate). The reagents and catalysts are [Pd] (palladium on charcoal). As a reaction SMILES: [CH2:1]([O:3][C:4]([C@@H:6]([NH:15][C@H:16]([C:18]([N:20]1[N:24]=[C:23]([C:25]2[CH:30]=[CH:29][CH:28]=[CH:27][CH:26]=2)[S:22][C@@H:21]1[C:31]([O:33]CC1C=CC=CC=1)=[O:32])=[O:19])[CH3:17])[CH2:7][CH2:8][C:9]1[CH:14]=[CH:13][CH:12]=[CH:11][CH:10]=1)=[O:5])[CH3:2]>C(O)C.[Pd]>[CH2:1]([O:3][C:4]([C@@H:6]([NH:15][C@H:16]([C:18]([N:20]1[N:24]=[C:23]([C:25]2[CH:26]=[CH:27][CH:28]=[CH:29][CH:30]=2)[S:22][C@@H:21]1[C:31]([OH:33])=[O:32])=[O:19])[CH3:17])[CH2:7][CH2:8][C:9]1[CH:10]=[CH:11][CH:12]=[CH:13][CH:14]=1)=[O:5])[CH3:2]. The product is C(C)OC(=O)[C@H](CCC1=CC=CC=C1)N[C@@H](C)C(=O)N1[C@H](SC(=N1)C1=CC=CC=C1)C(=O)O (3-[N-(1-(S)-Ethoxycarbonyl-3-phenylpropyl)-L-alanyl]-2,3-dihydro-5-phenyl-1,3,4-thiadiazole-2-(R)-carboxylic acid). Run at time 3 day. Reported procedure: A solution of the product from Example 1, step (b) (0.43g) in ethanol (100ml) was treated with 10% palladium on charcoal (0.lg) and stirred in a pressure vessel under hydrogen at 3 atmospheres at room temperature for 3 days. The catalyst was filtered off and the filtrate evaporated. The residue was triturated with a mixture of ether and petroleum ether (bp 40°-60°) to give the title product (0.19g) as a pale grey, non-crystalline solid. Run in C(C)O (ethanol).